Dataset: the Open Reaction Database (ORD), a public repository of structured organic reaction records. Task: describe an organic reaction: reactants, conditions, products, and yield Yield: 93.0%. Starting materials: COC1=C(C=C(C=C1)OC)NC(C1=CC(=CC(=C1)NC(C(CCCCCCCC)CCCCCC)=O)NC(C(CCCCCCCC)CCCCCC)=O)=O (N-(2,5-dimethoxyphenyl)-3,5-bis(2-hexyldecaneamido) benzamide), ice water, [Cl-].[Al+3].[Cl-].[Cl-] (aluminum chloride), C(C)(=O)Cl (acetyl chloride). Run at time 1 hour. Run in C(Cl)Cl (methylene chloride). Reaction SMILES: [Cl-].[Al+3].[Cl-].[Cl-].[CH3:5][O:6][C:7]1[CH:12]=[CH:11][C:10]([O:13][CH3:14])=[CH:9][C:8]=1[NH:15][C:16](=[O:59])[C:17]1[CH:22]=[C:21]([NH:23][C:24](=[O:40])[CH:25]([CH2:34][CH2:35][CH2:36][CH2:37][CH2:38][CH3:39])[CH2:26][CH2:27][CH2:28][CH2:29][CH2:30][CH2:31][CH2:32][CH3:33])[CH:20]=[C:19]([NH:41][C:42](=[O:58])[CH:43]([CH2:52][CH2:53][CH2:54][CH2:55][CH2:56][CH3:57])[CH2:44][CH2:45][CH2:46][CH2:47][CH2:48][CH2:49][CH2:50][CH3:51])[CH:18]=1.[C:60](Cl)(=[O:62])[CH3:61]>C(Cl)Cl>[C:60]([C:11]1[C:10]([O:13][CH3:14])=[CH:9][C:8]([NH:15][C:16](=[O:59])[C:17]2[CH:18]=[C:19]([NH:41][C:42](=[O:58])[CH:43]([CH2:52][CH2:53][CH2:54][CH2:55][CH2:56][CH3:57])[CH2:44][CH2:45][CH2:46][CH2:47][CH2:48][CH2:49][CH2:50][CH3:51])[CH:20]=[C:21]([NH:23][C:24](=[O:40])[CH:25]([CH2:34][CH2:35][CH2:36][CH2:37][CH2:38][CH3:39])[CH2:26][CH2:27][CH2:28][CH2:29][CH2:30][CH2:31][CH2:32][CH3:33])[CH:22]=2)=[C:7]([O:6][CH3:5])[CH:12]=1)(=[O:62])[CH3:61] |f:0.1.2.3|. Procedure details: In 1.6 l of methylene chloride were dissolved 168 ml of acetyl chloride and 315 g of aluminum chloride. While cooling the resulting solution with ice, 400 g of the compound (7-C) obtained above was added thereto. The mixture was stirred at room temperature for one hour. The reaction mixture was then poured into 10 l of ice water, and the mixture was stirred for one hour. The methylene chloride layer was separated, washed twice with water and concentrated under reduced pressure. To the concentrat... Product: C(C)(=O)C1=CC(=C(C=C1OC)NC(C1=CC(=CC(=C1)NC(C(CCCCCCCC)CCCCCC)=O)NC(C(CCCCCCCC)CCCCCC)=O)=O)OC (N-(4-acetyl-2,5-dimethoxyphenyl)-3,5-bis(2-hexyldecaneamido)-benzamide). The reactants are ClCC=1N=CSC1 (4-(chloromethyl)-1,3-thiazole), ClC=1C=C(C=CC1O)NC1=NC=NC2=CC=CC(=C12)OC[C@@H](C)N(C(CO)=O)C (N-[(1R)-2-({4-[(3-chloro-4-hydroxyphenyl)amino]quinazolin-5-yl}oxy)-1-methylethyl]-2-hydroxy-N-methylacetamide). The product is ClC=1C=C(C=CC1OCC=1N=CSC1)NC1=NC=NC2=CC=CC(=C12)OC[C@@H](C)N(C(CO)=O)C (N-{(1R)-2-[(4-{[3-Chloro-4-(1,3-thiazol-4-ylmethoxy)phenyl]amino}quinazolin-5-yl)oxy]-1-methylethyl}-2-hydroxy-N-methylacetamide). Isolated yield 64.0%. Reaction SMILES: Cl[CH2:2][C:3]1[N:4]=[CH:5][S:6][CH:7]=1.[Cl:8][C:9]1[CH:10]=[C:11]([NH:16][C:17]2[C:26]3[C:21](=[CH:22][CH:23]=[CH:24][C:25]=3[O:27][CH2:28][C@H:29]([N:31]([CH3:36])[C:32](=[O:35])[CH2:33][OH:34])[CH3:30])[N:20]=[CH:19][N:18]=2)[CH:12]=[CH:13][C:14]=1[OH:15]>>[Cl:8][C:9]1[CH:10]=[C:11]([NH:16][C:17]2[C:26]3[C:21](=[CH:22][CH:23]=[CH:24][C:25]=3[O:27][CH2:28][C@H:29]([N:31]([CH3:36])[C:32](=[O:35])[CH2:33][OH:34])[CH3:30])[N:20]=[CH:19][N:18]=2)[CH:12]=[CH:13][C:14]=1[O:15][CH2:2][C:3]1[N:4]=[CH:5][S:6][CH:7]=1. Procedure details: The procedure described in Example 3 was repeated using 4-(chloromethyl)-1,3-thiazole and N-[(1R)-2-({4-[(3-chloro-4-hydroxyphenyl)amino]quinazolin-5-yl}oxy)-1-methylethyl]-2-hydroxy-N-methylacetamide (obtained as described in Example 54, preparation of starting materials) to give the title compound as a white solid in 64% yield; NMR spectrum (DMSO-d6 373K) 1.25 (d, 3H), 2.83 (s, 3H), 3.98 (s, 2H), 4.34 (m, 1H), 4.47 (t, 1H), 4.98 (m, 1H), 5.34 (s, 2H), 7.19 (d, 1H), 7.37 (d, 2H), 7.51 (dd, 1H),... Product: ClC1=CC2=C(C=3C(CCC13)C1=CC=CC=C1)CCNCC2 (4-Chloro-1-phenyl-1,2,3,6,7,8,9,10-octahydro-8-aza-cyclohepta[e]indene). Reported procedure: Example 10 was prepared in a similar fashion to Example 4, except Intermediate 4 was used as the starting material and phenylmagnesium bromide (3M in diethyl ether) was used instead of cyclopropylmagnesium bromide (Example 4, step (a)). NMR (300 MHz, CDCl3) δ 7.26-7.21 (m, 2H); 7.19-7.13 (m, 1H); 7.01 (s, 1H); 6.99-6.96 (m, 2H); 4.51-4.47 (m, 1H); 3.07-2.82 (m, 6H); 2.69-2.53 (m, 4H); 2.47-2.42 (m, 1H); 2.24-2.17 (m, 1H); 2.08-2.05 (m, 1H); MS: ESI (positive): 298, (M+1). The reactants are C(C)OC(=O)N1CCC2=C(C=3C(CCC3C(=C2)Cl)=O)CC1 (4-Chloro-1-oxo-1,3,6,7,9,10-hexahydro-2H-8-aza-cyclohepta[e]indene-8-carboxylic acid ethyl ester), C1(=CC=CC=C1)[Mg]Br (phenylmagnesium bromide). RXN SMILES: C(OC([N:6]1[CH2:21][CH2:20][C:10]2[C:11]3[C:12](=O)[CH2:13][CH2:14][C:15]=3[C:16]([Cl:18])=[CH:17][C:9]=2[CH2:8][CH2:7]1)=O)C.[C:22]1([Mg]Br)[CH:27]=[CH:26][CH:25]=[CH:24][CH:23]=1>>[Cl:18][C:16]1[C:15]2[CH2:14][CH2:13][CH:12]([C:22]3[CH:27]=[CH:26][CH:25]=[CH:24][CH:23]=3)[C:11]=2[C:10]2[CH2:20][CH2:21][NH:6][CH2:7][CH2:8][C:9]=2[CH:17]=1. Reactants: BrC1=CC(=CC=2N(C=NC21)C)Cl (4-Bromo-6-chloro-1-methyl-1H-benzo[d]imidazole), O1CC(C1)N1CCN(CC1)C=1C=CC(=NC1)N (5-(4-(oxetan-3-yl)piperazin-1-yl)pyridin-2-amine), C([O-])([O-])=O.[Cs+].[Cs+] (cesium carbonate), CC1(C2=C(C(=CC=C2)P(C3=CC=CC=C3)C4=CC=CC=C4)OC5=C(C=CC=C51)P(C6=CC=CC=C6)C7=CC=CC=C7)C (Xantphos). Reagents/catalysts: C=1C=CC(=CC1)/C=C/C(=O)/C=C/C2=CC=CC=C2.C=1C=CC(=CC1)/C=C/C(=O)/C=C/C2=CC=CC=C2.C=1C=CC(=CC1)/C=C/C(=O)/C=C/C2=CC=CC=C2.[Pd].[Pd] (tris(dibenzylideneacetone)dipalladium(0)). Run at temperature 120 celsius. Yields the product ClC=1C=C(C2=C(N(C=N2)C)C1)NC1=NC=C(C=C1)N1CCN(CC1)C1COC1 (6-Chloro-1-methyl-N-(5-(4-(oxetan-3-yl)piperazin-1-yl)pyridin-2-yl)-1H-benzo[d]imidazol-4-amine). The yield is 108.1%. As a reaction SMILES: Br[C:2]1[C:10]2[N:9]=[CH:8][N:7]([CH3:11])[C:6]=2[CH:5]=[C:4]([Cl:12])[CH:3]=1.[O:13]1[CH2:16][CH:15]([N:17]2[CH2:22][CH2:21][N:20]([C:23]3[CH:24]=[CH:25][C:26]([NH2:29])=[N:27][CH:28]=3)[CH2:19][CH2:18]2)[CH2:14]1.C(=O)([O-])[O-].[Cs+].[Cs+].CC1(C)C2C(=C(P(C3C=CC=CC=3)C3C=CC=CC=3)C=CC=2)OC2C(P(C3C=CC=CC=3)C3C=CC=CC=3)=CC=CC1=2>C1C=CC(/C=C/C(/C=C/C2C=CC=CC=2)=O)=CC=1.C1C=CC(/C=C/C(/C=C/C2C=CC=CC=2)=O)=CC=1.C1C=CC(/C=C/C(/C=C/C2C=CC=CC=2)=O)=CC=1.[Pd].[Pd]>[Cl:12][C:4]1[CH:3]=[C:2]([NH:29][C:26]2[CH:25]=[CH:24][C:23]([N:20]3[CH2:21][CH2:22][N:17]([CH:15]4[CH2:14][O:13][CH2:16]4)[CH2:18][CH2:19]3)=[CH:28][N:27]=2)[C:10]2[N:9]=[CH:8][N:7]([CH3:11])[C:6]=2[CH:5]=1 |f:2.3.4,6.7.8.9.10|. Procedure details: A microwave vial equipped with a magnetic stirrer was charged with 109d (486 mg, 2.0 mmol), 5-(4-(oxetan-3-yl)piperazin-1-yl)pyridin-2-amine (390 mg 1.67 mmol), cesium carbonate (1.09 g, 3.34 mmol), tris(dibenzylideneacetone)dipalladium(0) (152 mg, 0.167 mmol) and Xantphos (193 mg, 0.334 mmol). After bubbling nitrogen through the suspension for 5 minutes, the reaction was heated at 120° C. for overnight. It was then cooled to room temperature and filtered. The filtrate was concentrated under red...